From a dataset of the Open Reaction Database (ORD), a public repository of structured organic reaction records. describe an organic reaction: reactants, conditions, products, and yield Starting materials: C(C1=CC=CC=C1)NC1=C(C=NC=2N1N=CC2C(=O)O)C(=O)N2CCC1(CC2)COC2=C1C=CC=C2 (7-Benzylamino-6-(2H-spiro[benzofuran-3,4′-piperidine]-1′-ylcarbonyl)pyrazolo[1,5-a]pyrimidine-3-carboxylic acid), C1(CC1)S(=O)(=O)N (cyclopropanesulfonamide). Product: C(C1=CC=CC=C1)NC1=C(C=NC=2N1N=CC2C(=O)NS(=O)(=O)C2CC2)C(=O)N2CCC1(CC2)COC2=C1C=CC=C2 (N-[7-Benzylamino-6-(2H-spiro[benzofuran-3,4′-piperidine]-1′-ylcarbonyl)pyrazolo[1,5-a]pyrimidine-3-carbonyl]cyclopropanesulfonamide). Yield: 46.3%. Reaction SMILES: [CH2:1]([NH:8][C:9]1[N:14]2[N:15]=[CH:16][C:17]([C:18](O)=[O:19])=[C:13]2[N:12]=[CH:11][C:10]=1[C:21]([N:23]1[CH2:28][CH2:27][C:26]2([C:32]3[CH:33]=[CH:34][CH:35]=[CH:36][C:31]=3[O:30][CH2:29]2)[CH2:25][CH2:24]1)=[O:22])[C:2]1[CH:7]=[CH:6][CH:5]=[CH:4][CH:3]=1.[CH:37]1([S:40]([NH2:43])(=[O:42])=[O:41])[CH2:39][CH2:38]1>>[CH2:1]([NH:8][C:9]1[N:14]2[N:15]=[CH:16][C:17]([C:18]([NH:43][S:40]([CH:37]3[CH2:39][CH2:38]3)(=[O:42])=[O:41])=[O:19])=[C:13]2[N:12]=[CH:11][C:10]=1[C:21]([N:23]1[CH2:24][CH2:25][C:26]2([C:32]3[CH:33]=[CH:34][CH:35]=[CH:36][C:31]=3[O:30][CH2:29]2)[CH2:27][CH2:28]1)=[O:22])[C:2]1[CH:7]=[CH:6][CH:5]=[CH:4][CH:3]=1. Procedure details: In the same manner as in Example 1, step 6 and using 7-benzylamino-6-(2H-spiro[benzofuran-3,4′-piperidine]-1′-ylcarbonyl)pyrazolo[1,5-a]pyrimidine-3-carboxylic acid (0.105 g, 0.217 mmol) obtained in Example 125, step 2 and cyclopropanesulfonamide (0.131 g, 1.09 mmol), the title compound (0.059 g, 47%) was obtained. Starting materials: ClC=1N=C(C2=C(N1)N(C=C2C2=CC1=C(N=C(O1)C)C=C2)COCC[Si](C)(C)C)OC2CC2 (6-(2-chloro-4-cyclopropoxy-7-((2-(trimethylsilyl)- ethoxy)methyl)-7H-pyrrolo[2,3-d]pyrimidin-5-yl)-2-methylbenzo[d]oxazole), NC1=C(C=C(C(=O)NC)C=C1)OC (4-amino-3-methoxy-N-methylbenzamide), C([O-])([O-])=O.[K+].[K+] (potassium carbonate), CC1(C2=CC=CC(=C2OC=2C(=CC=CC12)P(C1=CC=CC=C1)C1=CC=CC=C1)P(C1=CC=CC=C1)C1=CC=CC=C1)C ((9,9-dimethyl-9H-xanthene-4,5-diyl)bis(diphenylphosphine)). The reagents and catalysts are C=1C=CC(=CC1)/C=C/C(=O)/C=C/C2=CC=CC=C2.C=1C=CC(=CC1)/C=C/C(=O)/C=C/C2=CC=CC=C2.C=1C=CC(=CC1)/C=C/C(=O)/C=C/C2=CC=CC=C2.[Pd].[Pd] (tris(dibenzylideneacetone)dipalladium). Solvent: O1CCOCC1 (1,4-dioxane). Conditions: temperature 140 celsius. The product is C1(CC1)OC=1C2=C(N=C(N1)NC1=C(C=C(C(=O)NC)C=C1)OC)N(C=C2C2=CC1=C(N=C(O1)C)C=C2)COCC[Si](C)(C)C (4-(4-Cyclopropoxy-5-(2-methylbenzo[d]oxazol-6-yl)-7-((2-(trimethylsilyl)ethoxy)methyl)-7H-pyrrolo[2,3-d]pyrimidin-2-ylamino)-3-methoxy-N-methylbenzamide). The yield is 57.5%. RXN SMILES: Cl[C:2]1[N:3]=[C:4]([O:29][CH:30]2[CH2:32][CH2:31]2)[C:5]2[C:10]([C:11]3[CH:20]=[CH:19][C:14]4[N:15]=[C:16]([CH3:18])[O:17][C:13]=4[CH:12]=3)=[CH:9][N:8]([CH2:21][O:22][CH2:23][CH2:24][Si:25]([CH3:28])([CH3:27])[CH3:26])[C:6]=2[N:7]=1.[NH2:33][C:34]1[CH:43]=[CH:42][C:37]([C:38]([NH:40][CH3:41])=[O:39])=[CH:36][C:35]=1[O:44][CH3:45].C(=O)([O-])[O-].[K+].[K+].CC1(C)C2C=CC=C(P(C3C=CC=CC=3)C3C=CC=CC=3)C=2OC2C1=CC=CC=2P(C1C=CC=CC=1)C1C=CC=CC=1>O1CCOCC1.C1C=CC(/C=C/C(/C=C/C2C=CC=CC=2)=O)=CC=1.C1C=CC(/C=C/C(/C=C/C2C=CC=CC=2)=O)=CC=1.C1C=CC(/C=C/C(/C=C/C2C=CC=CC=2)=O)=CC=1.[Pd].[Pd]>[CH:30]1([O:29][C:4]2[C:5]3[C:10]([C:11]4[CH:20]=[CH:19][C:14]5[N:15]=[C:16]([CH3:18])[O:17][C:13]=5[CH:12]=4)=[CH:9][N:8]([CH2:21][O:22][CH2:23][CH2:24][Si:25]([CH3:28])([CH3:27])[CH3:26])[C:6]=3[N:7]=[C:2]([NH:33][C:34]3[CH:43]=[CH:42][C:37]([C:38]([NH:40][CH3:41])=[O:39])=[CH:36][C:35]=3[O:44][CH3:45])[N:3]=2)[CH2:32][CH2:31]1 |f:2.3.4,7.8.9.10.11|. Reported procedure: A mixture of 6-(2-chloro-4-cyclopropoxy-7-((2-(trimethylsilyl)- ethoxy)methyl)-7H-pyrrolo[2,3-d]pyrimidin-5-yl)-2-methylbenzo[d]oxazole (1 equiv), 4-amino-3-methoxy-N-methylbenzamide (2 equiv), potassium carbonate (3.5 equiv), (9,9-dimethyl-9H-xanthene-4,5-diyl)bis(diphenylphosphine) (0.23 equiv), tris(dibenzylideneacetone)dipalladium (0.23 equiv) in 1,4-dioxane (0.085 M) was purged with nitrogen and sealed. The reaction mixture was heated to 140° C. for 1.5 h. After cooling to room temperature ... Starting materials: C(C=C)N(C(OC(C)(C)C)=O)CCC1=CC=C(C=C1)C1=NN(C=N1)C1=CC=C(C=C1)OC(F)(F)F (tert-butyl allyl(4-(1-(4-(trifluoromethoxy)phenyl)-1H-1,2,4-triazol-3-yl)phenethyl)carbamate), C([O-])(O)=O.[Na+] (sodium bicarbonate). The product is FC(OC1=CC=C(C=C1)N1N=C(N=C1)C1=CC=C(CCNCC=C)C=C1)(F)F (N-(4-(1-(4-(trifluoromethoxy)phenyl)-1H-1,2,4-triazol-3-yl)phenethyl)prop-2-en-1-amine), solid. Isolated yield 90.0%. As a reaction SMILES: [CH2:1]([N:4]([CH2:12][CH2:13][C:14]1[CH:19]=[CH:18][C:17]([C:20]2[N:24]=[CH:23][N:22]([C:25]3[CH:30]=[CH:29][C:28]([O:31][C:32]([F:35])([F:34])[F:33])=[CH:27][CH:26]=3)[N:21]=2)=[CH:16][CH:15]=1)C(=O)OC(C)(C)C)[CH:2]=[CH2:3].C(=O)(O)[O-].[Na+]>>[F:35][C:32]([F:33])([F:34])[O:31][C:28]1[CH:27]=[CH:26][C:25]([N:22]2[CH:23]=[N:24][C:20]([C:17]3[CH:18]=[CH:19][C:14]([CH2:13][CH2:12][NH:4][CH2:1][CH:2]=[CH2:3])=[CH:15][CH:16]=3)=[N:21]2)=[CH:30][CH:29]=1 |f:1.2|. Reported procedure: The title compound was prepared from tert-butyl allyl(4-(1-(4-(trifluoromethoxy)phenyl)-1H-1,2,4-triazol-3-yl)phenethyl)carbamate (CB65), neutralized with aqueous sodium bicarbonate, and isolated as a yellow solid (0.124 g, 90%): mp 110-120° C.; 1H NMR (400 MHz, CDCl3) δ 8.54 (s, 1H), 8.14-8.07 (m, 2H), 7.81-7.73 (m, 2H), 7.42-7.34 (m, 2H), 7.34-7.28 (m, 2H), 5.92 (ddt, J=16.9, 10.2, 6.6 Hz, 1H), 5.43-5.22 (m, 2H), 3.49 (dt, J=6.6, 1.2 Hz, 2H), 3.19-2.92 (m, 5H); 19F NMR (376 MHz, CDCl3) δ −58.0...